Dataset: the Open Reaction Database (ORD), a public repository of structured organic reaction records. Task: describe an organic reaction: reactants, conditions, products, and yield Product: CC1(OBOC(C1)C)C (4,4,6-TRIMETHYL-1,3,2-DIOXABORINANE). The solvent is O (water). Run at temperature 70 celsius, time 10 hour. Reactants: CC(C)(CC(C)O)O (2-methyl-2,4-pentanediol), B(O)(O)O (boric acid), C1(=CC=CC=C1)C (toluene). Procedure: Into a 3 liter reaction vessel equipped with stirrer, thermometer, reflux condenser and Dean Stark trap is placed 710.0 grams of 2-methyl-2,4-pentanediol; 372.0 grams of boric acid and 500 grams of toluene. With stirring the reaction mass is heated to 87° C. and, by way of the Dean Stark trap water is eliminated and the alcohol having the structure: ##STR77## is recovered. The reaction temperature gradually rises to 125° C. as water is eliminated and the total reaction time is 10 hours. The tota... Reaction SMILES: [CH3:1][C:2]([OH:8])([CH2:4][CH:5]([OH:7])[CH3:6])[CH3:3].[B:9](O)(O)O.C1(C)C=CC=CC=1>O>[CH3:1][C:2]1([CH3:3])[CH2:4][CH:5]([CH3:6])[O:7][BH:9][O:8]1.